From a dataset of the Open Reaction Database (ORD), a public repository of structured organic reaction records. describe an organic reaction: reactants, conditions, products, and yield The reactants are C(C)(=O)C=1OC=CC1Br (2-Acetyl-3-bromofuran), Heterocyclic Compounds. Run in C(C)O (ethanol). Conditions: time 1.5 hour. Yields the product BrC1=C(OC=C1)C(C)O (3-bromo-2-(1-hydroxy-ethyl)-furan). Yield: 98.5%. RXN SMILES: [C:1]([C:4]1[O:5][CH:6]=[CH:7][C:8]=1[Br:9])(=[O:3])[CH3:2]>C(O)C>[Br:9][C:8]1[CH:7]=[CH:6][O:5][C:4]=1[CH:1]([OH:3])[CH3:2]. Procedure: 2-Acetyl-3-bromofuran (1.6 g, 8.5 mmoles), made by the method of YA. L. Goldfarb, M. A. Marakathina and L. I. Belen'kii, Chem. of Heterocyclic Compounds, USSR, 6, 132 (1970) was dissolved in 15 ml of ethanol and NaHB4 (0.096 g, 26 mmoles) added at room temperature. After stirring for 1.5 hours, 3-bromo-2-(1-hydroxy-ethyl)-furan (1.60 g) was isolated as a yellow oil that was purified by chromatography with silica gel to yield 0.94 g (58%) of the pure product, NMR (CDCl3, δ) 7.33 (1H, d, J=2Hz), 6... Starting materials: C(C)(=O)C=1C=C(C=CC1F)N1C(N(CC1)C=1C=NC=CC1C)=O (1-(3-Acetyl-4-fluoro-phenyl)-3-(4-methyl-pyridin-3-yl)-imidazolidin-2-one), O.NN (hydrazine hydrate), CO (MeOH). Solvent: C(Cl)(Cl)Cl (CHCl3). Product: CC1=NNC2=CC=C(C=C12)N1C(N(CC1)C=1C=NC=CC1C)=O (1-(3-Methyl-1H-indazol-5-yl)-3-(4-methyl-pyridin-3-yl)-imidazolidin-2-one). Isolated yield 14.0%. RXN SMILES: [C:1]([C:4]1[CH:5]=[C:6]([N:11]2[CH2:15][CH2:14][N:13]([C:16]3[CH:17]=[N:18][CH:19]=[CH:20][C:21]=3[CH3:22])[C:12]2=[O:23])[CH:7]=[CH:8][C:9]=1F)(=O)[CH3:2].CO.O.[NH2:27][NH2:28]>C(Cl)(Cl)Cl>[CH3:2][C:1]1[C:4]2[C:9](=[CH:8][CH:7]=[C:6]([N:11]3[CH2:15][CH2:14][N:13]([C:16]4[CH:17]=[N:18][CH:19]=[CH:20][C:21]=4[CH3:22])[C:12]3=[O:23])[CH:5]=2)[NH:28][N:27]=1 |f:2.3|. Procedure details: 1-(3-Acetyl-4-fluoro-phenyl)-3-(4-methyl-pyridin-3-yl)-imidazolidin-2-one (160 mg, 0.513 mmol) in hydrazine hydrate (5 mL) was taken in a reaction flask and the flask was heated to reflux and maintained for 21 hours. The reaction was monitored by TLC (10% MeOH in CHCl3). The reaction mixture was partitioned between ethylacetate and water. The organic layer was dried over Na2SO4, filtered and the filtrate was concentrated. Purification by column chromatography on silica gel (3% MeOH in CHCl3), fo... Starting materials: FC1=C(C=C(C=C1F)[N+](=O)[O-])[C@]1(N=C(O[C@@H](C1)C(F)(F)F)N)CF ((4S,6S)-4-(2,3-difluoro-5-nitrophenyl)-4-(fluoromethyl)-6-(trifluoromethyl)-5,6-dihydro-4H-1,3-oxazin-2-amine). The reagents and catalysts are [Pd] (palladium). Run in CCO (EtOH). Yields the product NC=1C=C(C(=C(C1)[C@]1(N=C(O[C@@H](C1)C(F)(F)F)N)CF)F)F ((4S,6S)-4-(5-amino-2,3-difluorophenyl)-4-(fluoromethyl)-6-(trifluoromethyl)-5,6-dihydro-4H-1,3-oxazin-2-amine). Reaction SMILES: [F:1][C:2]1[C:7]([F:8])=[CH:6][C:5]([N+:9]([O-])=O)=[CH:4][C:3]=1[C@:12]1([CH2:23][F:24])[CH2:17][C@@H:16]([C:18]([F:21])([F:20])[F:19])[O:15][C:14]([NH2:22])=[N:13]1>CCO.[Pd]>[NH2:9][C:5]1[CH:6]=[C:7]([F:8])[C:2]([F:1])=[C:3]([C@:12]2([CH2:23][F:24])[CH2:17][C@@H:16]([C:18]([F:21])([F:19])[F:20])[O:15][C:14]([NH2:22])=[N:13]2)[CH:4]=1. Procedure: A mixture of (4S,6S)-4-(2,3-difluoro-5-nitrophenyl)-4-(fluoromethyl)-6-(trifluoromethyl)-5,6-dihydro-4H-1,3-oxazin-2-amine (1.85 g, 5.18 mmol) and palladium 10 wt. % (dry basis) on activated carbon, wet (1.000 mL, 0.940 mmol) in EtOH (20 mL) was hydrogenated under a hydrogen balloon for 4 days until full conversion to the desired product. The reaction mixture was filtered through celite and the filter cake was rinsed with EtOAc followed by MeOH/DCM (10%). The filtrate was concentrated to dryness... Reactants: [OH-].[K+] (potassium hydroxide), ClC1=CC=C(C=C1)S (4-chlorobenzenethiol). The solvent is CO (methanol), CO (methanol). Product: ClC1=CC=C(C=C1)[S-].[K+] (potassium 4-chlorobenzenethiolate). Reaction SMILES: [OH-].[K+:2].[Cl:3][C:4]1[CH:9]=[CH:8][C:7]([SH:10])=[CH:6][CH:5]=1>CO>[Cl:3][C:4]1[CH:9]=[CH:8][C:7]([S-:10])=[CH:6][CH:5]=1.[K+:2] |f:0.1,4.5|. Procedure details: To a solution of potassium hydroxide (2.5 g.) in methanol (30 ml.) was dissolved 4-chlorobenzenethiol (6.5 g.), and methanol was distilled off to give potassium 4-chlorobenzenethiolate. To this product were added ethyl 2-(2-nitro-3-chlorophenyl)acetate (10 g.) and dimethylformamide (50 ml.) and stirred for 1.5 hours at 100° C. The reaction mixture was poured into water (300 ml.) and extracted with diethyl ether. The extract was washed with water, dried over magnesium sulfate and then evaporated ... As a reaction SMILES: [C:1]([CH3:2])([CH3:3])([CH3:4])[Si:5]([O:6][CH2:7][CH2:8][O:9][c:10]1[n:11][cH:12][c:13]([N+:18]([O-:19])=[O:20])[c:14]([O:16][CH3:17])[cH:15]1)([CH3:21])[CH3:22].[CH3:23][CH2:24][O:25][C:26](=[O:27])[CH3:28]>>[C:1]([CH3:2])([CH3:3])([CH3:4])[Si:5]([O:6][CH2:7][CH2:8][O:9][c:10]1[n:11][cH:12][c:13]([NH2:18])[c:14]([O:16][CH3:17])[cH:15]1)([CH3:21])[CH3:22]. Yields the product COc1cc(OCCO[Si](C)(C)C(C)(C)C)ncc1N. The reactants are COc1cc(OCCO[Si](C)(C)C(C)(C)C)ncc1[N+](=O)[O-], CCOC(C)=O. The reactants are C(C)(C)(C)OC(=O)N1C=C(C2=CC=CC=C12)C(=O)OCC (ethyl 1-(tert-butoxycarbonyl)indole-3-carboxylate). The reagents and catalysts are [Pd] (palladium-on-charcoal). The solvent is C(C)O (ethanol). Product: C(C)(C)(C)OC(=O)N1CC(C2=CC=CC=C12)C(=O)OCC (Ethyl 1-(tert-butoxycarbonyl)indoline-3(R,S)-carboxylate). As a reaction SMILES: [C:1]([O:5][C:6]([N:8]1[C:16]2[C:11](=[CH:12][CH:13]=[CH:14][CH:15]=2)[C:10]([C:17]([O:19][CH2:20][CH3:21])=[O:18])=[CH:9]1)=[O:7])([CH3:4])([CH3:3])[CH3:2]>C(O)C.[Pd]>[C:1]([O:5][C:6]([N:8]1[C:16]2[C:11](=[CH:12][CH:13]=[CH:14][CH:15]=2)[CH:10]([C:17]([O:19][CH2:20][CH3:21])=[O:18])[CH2:9]1)=[O:7])([CH3:4])([CH3:3])[CH3:2]. Procedure: A solution of 1.0 g of ethyl 1-(tert-butoxycarbonyl)indole-3-carboxylate in 20 ml of anhydrous ethanol is hydrogenated in the presence of 0.50 g of palladium-on-charcoal (5% of Pd) at 80° C. until the reaction has ended. After the reaction mixture has been filtered over Celite '545 and the filtrate has been concentrated, the oily residue is purified by means of FC over 15 g of silica gel with a 15:1 mixture of hexane and ethyl acetate as the mobile phase. This gives the title compound: Rf (G)=0.... As a reaction SMILES: [C:38]([O:39][CH2:40][CH3:41])(=[O:42])[CH3:43].[CH3:1][CH2:2][O:3][CH2:4][CH2:5][n:6]1[c:7]([C:15](=[O:16])[CH:17]2[CH2:18][CH2:19][N:20]([CH:23]([CH3:24])[O:25][CH2:26][C:27](=[O:28])[O:29][CH3:30])[CH2:21][CH2:22]2)[n:8][c:9]2[c:10]1[cH:11][cH:12][cH:13][cH:14]2.[O:32]1[CH2:33][CH2:34][CH2:35][CH2:36]1.[OH2:31].[OH2:37]>>[CH3:1][CH2:2][O:3][CH2:4][CH2:5][n:6]1[c:7]([C:15](=[O:16])[CH:17]2[CH2:18][CH2:19][N:20]([CH:23]([CH3:24])[O:25][CH2:26][C:27](=[O:28])[OH:29])[CH2:21][CH2:22]2)[n:8][c:9]2[c:10]1[cH:11][cH:12][cH:13][cH:14]2. Yields the product CCOCCn1c(C(=O)C2CCN(C(C)OCC(=O)O)CC2)nc2ccccc21. The reactants are CCOC(C)=O, CCOCCn1c(C(=O)C2CCN(C(C)OCC(=O)OC)CC2)nc2ccccc21, C1CCOC1, O, O. Reactants: CCCCCCCCCCCCCCC(O)C(=O)O, Cc1ccc(S(=O)(=O)Cl)cc1, c1ccncc1. The product is CCCCCCCCCCCCCCC(OS(=O)(=O)c1ccc(C)cc1)C(=O)O. As a reaction SMILES: [OH:1][CH:2]([C:3](=[O:4])[OH:5])[CH2:6][CH2:7][CH2:8][CH2:9][CH2:10][CH2:11][CH2:12][CH2:13][CH2:14][CH2:15][CH2:16][CH2:17][CH2:18][CH3:19].[c:20]1([CH3:30])[cH:21][cH:22][c:23]([S:26](=[O:27])(=[O:28])[Cl:29])[cH:24][cH:25]1.[cH:31]1[cH:32][cH:33][n:34][cH:35][cH:36]1>>[O:1]([CH:2]([C:3](=[O:4])[OH:5])[CH2:6][CH2:7][CH2:8][CH2:9][CH2:10][CH2:11][CH2:12][CH2:13][CH2:14][CH2:15][CH2:16][CH2:17][CH2:18][CH3:19])[S:26]([c:23]1[cH:22][cH:21][c:20]([CH3:30])[cH:25][cH:24]1)(=[O:27])=[O:28].